Task: describe an organic reaction: reactants, conditions, products, and yield. Dataset: the Open Reaction Database (ORD), a public repository of structured organic reaction records Reactants: CC(=CC(=O)O)C (3,3-dimethylacrylic acid), sodium dihydro-bis (2-methoxyethoxy) aluminate, CC(=CCO)C (3,3-dimethylallyl alcohol), S(=O)(Cl)Cl (thionyl chloride), [O-]C1=CC=CC=C1.[Na+] (sodium phenoxide). Run in C1=CC=CC=C1 (benzene). Yields the product CC(=CCOC1=CC=CC=C1)C (3,3-dimethylallylphenyl ether). Reaction SMILES: [CH3:1][C:2]([CH3:7])=[CH:3][C:4](O)=[O:5].CC(C)=CCO.S(Cl)(Cl)=O.[O-][C:19]1[CH:24]=[CH:23][CH:22]=[CH:21][CH:20]=1.[Na+]>C1C=CC=CC=1>[CH3:1][C:2]([CH3:7])=[CH:3][CH2:4][O:5][C:19]1[CH:24]=[CH:23][CH:22]=[CH:21][CH:20]=1 |f:3.4|. Procedure: 3,3-dimethylallylphenyl ether was prepared from 3,3-dimethylacrylic acid by reduction with sodium dihydro-bis (2-methoxyethoxy) aluminate in benzene, chlorination of the resulting 3,3-dimethylallyl alcohol with thionyl chloride and reaction of the product with sodium phenoxide in the presence of a polar solvent. Starting materials: COC1=CC=C(C=C1)COC1=C(C=C(C=O)C=C1)OCC1=CC=CC=C1 (4-[(4-Methoxyphenyl)methoxy]-3-(phenylmethoxy)benzaldehyde). Solvent: C(C)(=O)O (acetic acid). Conditions: time 2 day. The product is OC1=C(C=C(C=O)C=C1)OCC1=CC=CC=C1 (4-Hydroxy 3-(phenylmethoxy)benzaldehyde). Isolated yield 82.9%. RXN SMILES: COC1C=CC(C[O:10][C:11]2[CH:18]=[CH:17][C:14]([CH:15]=[O:16])=[CH:13][C:12]=2[O:19][CH2:20][C:21]2[CH:26]=[CH:25][CH:24]=[CH:23][CH:22]=2)=CC=1>C(O)(=O)C>[OH:10][C:11]1[CH:18]=[CH:17][C:14]([CH:15]=[O:16])=[CH:13][C:12]=1[O:19][CH2:20][C:21]1[CH:26]=[CH:25][CH:24]=[CH:23][CH:22]=1. Reported procedure: A solution of 4-[(4-Methoxyphenyl)methoxy]-3-(phenylmethoxy)benzaldehyde (25.93 g, 0.074 mol) in acetic acid (200 mL) was heated to reflux (150□C) and stirred for 2 days. The reaction mixture was concentrated in vacuo and the residue dissolved in ethyl acetate (200 mL). The organic solution was washed with water (200 mL) and 0.5M aqueous sodium hydroxide (5×200 mL). The basic extracts were combined, acidified to pH 1 with concentrated HCl and back extracted with ethyl acetate (2×300 mL). The org... Reactants: c1ccc(CNCc2ccccc2)cc1, ClCCl, Cc1ccccc1, COC(=O)C(N)Cc1ccccc1, O=C(Cl)Cl, O. Yields the product COC(=O)C(Cc1ccccc1)NC(=O)N(Cc1ccccc1)Cc1ccccc1. Reaction SMILES: [CH2:1]([c:2]1[cH:3][cH:4][cH:5][cH:6][cH:7]1)[NH:8][CH2:9][c:10]1[cH:11][cH:12][cH:13][cH:14][cH:15]1.[CH2:40]([Cl:41])[Cl:42].[CH3:20][c:21]1[cH:22][cH:23][cH:24][cH:25][cH:26]1.[CH3:27][O:28][C:29]([CH:30]([NH2:31])[CH2:32][c:33]1[cH:34][cH:35][cH:36][cH:37][cH:38]1)=[O:39].[Cl:16][C:17]([Cl:18])=[O:19].[OH2:43]>>[CH2:1]([c:2]1[cH:3][cH:4][cH:5][cH:6][cH:7]1)[N:8]([CH2:9][c:10]1[cH:11][cH:12][cH:13][cH:14][cH:15]1)[C:17](=[O:19])[NH:31][CH:30]([C:29]([O:28][CH3:27])=[O:39])[CH2:32][c:33]1[cH:34][cH:35][cH:36][cH:37][cH:38]1. The reactants are O (water), OCC1=C(C=CC(=C1)C)/C=C/C(=O)OC(C)(C)C (tert-butyl (2E)-3-[2-(hydroxymethyl)-4-methylphenyl]acrylate), C(Br)(Br)(Br)Br (carbon tetrabromide), C1(=CC=CC=C1)P(C1=CC=CC=C1)C1=CC=CC=C1 (triphenylphosphine). Run in C(C)(=O)OCC (ethyl acetate), C1CCOC1 (THF). Reaction conditions: time 2.5 hour. Yields the product BrCC1=C(C=CC(=C1)C)/C=C/C(=O)OC(C)(C)C (tert-butyl (2E)-3-[2-(bromomethyl)-4-methylphenyl]acrylate). Yield: 93.9%. RXN SMILES: O[CH2:2][C:3]1[CH:8]=[C:7]([CH3:9])[CH:6]=[CH:5][C:4]=1/[CH:10]=[CH:11]/[C:12]([O:14][C:15]([CH3:18])([CH3:17])[CH3:16])=[O:13].C(Br)(Br)(Br)[Br:20].C1(P(C2C=CC=CC=2)C2C=CC=CC=2)C=CC=CC=1.O>C1COCC1.C(OCC)(=O)C>[Br:20][CH2:2][C:3]1[CH:8]=[C:7]([CH3:9])[CH:6]=[CH:5][C:4]=1/[CH:10]=[CH:11]/[C:12]([O:14][C:15]([CH3:18])([CH3:17])[CH3:16])=[O:13]. Reported procedure: To a solution of 2.32 g of tert-butyl (2E)-3-[2-(hydroxymethyl)-4-methylphenyl]acrylate in 46 ml of THF were added 4.64 g of carbon tetrabromide and 3.67 g of triphenylphosphine under ice-cooling, followed by stirring at the same temperature for 2.5 hours. To the reaction mixture were added water and ethyl acetate to carry out a layer separation operation. The organic layer was washed with water and saturated brine in this order, and dried over anhydrous magnesium sulfate, and the solvent was ev... The reactants are COc1cc(Br)cc([N+](=O)[O-])c1O, O=C([O-])[O-], ClCc1ccccc1, [K+], [K+], O, O=S1(=O)CCCC1. Yields the product COc1cc(Br)cc([N+](=O)[O-])c1OCc1ccccc1. As a reaction SMILES: [Br:1][c:2]1[cH:3][c:4]([O:12][CH3:13])[c:5]([OH:11])[c:6]([N+:8](=[O:9])[O-:10])[cH:7]1.[C:14](=[O:15])([O-:16])[O-:17].[Cl:20][CH2:21][c:22]1[cH:23][cH:24][cH:25][cH:26][cH:27]1.[K+:18].[K+:19].[OH2:35].[S:28]1(=[O:33])(=[O:34])[CH2:29][CH2:30][CH2:31][CH2:32]1>>[Br:1][c:2]1[cH:3][c:4]([O:12][CH3:13])[c:5]([O:11][CH2:21][c:22]2[cH:23][cH:24][cH:25][cH:26][cH:27]2)[c:6]([N+:8](=[O:9])[O-:10])[cH:7]1. Yields the product CN(C)c1ccncc1COc1ccc(OCCCC(=O)O)cc1. Reaction SMILES: [CH3:1][N:2]([c:3]1[c:4]([CH2:9][O:10][c:11]2[cH:12][cH:13][c:14]([O:15][CH2:16][CH2:17][CH2:18][C:19](=[O:20])[O:21][CH2:22][CH3:23])[cH:24][cH:25]2)[cH:5][n:6][cH:7][cH:8]1)[CH3:26].[CH3:29][OH:30].[ClH:31].[Na+:28].[OH-:27].[OH2:32]>>[CH3:1][N:2]([c:3]1[c:4]([CH2:9][O:10][c:11]2[cH:12][cH:13][c:14]([O:15][CH2:16][CH2:17][CH2:18][C:19](=[O:20])[OH:21])[cH:24][cH:25]2)[cH:5][n:6][cH:7][cH:8]1)[CH3:26]. The reactants are CCOC(=O)CCCOc1ccc(OCc2cnccc2N(C)C)cc1, CO, Cl, [Na+], [OH-], O. Starting materials: N#Cc1cnc2cc(Br)ccc2c1Nc1ccc(Cl)cc1Cl, c1cc(CN2CCOCC2)c(CN2CCOCC2)s1. Yields the product N#Cc1cnc2cc(-c3cc(CN4CCOCC4)c(CN4CCOCC4)s3)ccc2c1Nc1ccc(Cl)cc1Cl. RXN SMILES: [Br:1][c:2]1[cH:3][cH:4][c:5]2[c:6]([NH:14][c:15]3[c:16]([Cl:22])[cH:17][c:18]([Cl:21])[cH:19][cH:20]3)[c:7]([C:12]#[N:13])[cH:8][n:9][c:10]2[cH:11]1.[O:23]1[CH2:24][CH2:25][N:26]([CH2:29][c:30]2[s:31][cH:32][cH:33][c:34]2[CH2:35][N:36]2[CH2:37][CH2:38][O:39][CH2:40][CH2:41]2)[CH2:27][CH2:28]1>>[c:2]1(-[c:32]2[s:31][c:30]([CH2:29][N:26]3[CH2:25][CH2:24][O:23][CH2:28][CH2:27]3)[c:34]([CH2:35][N:36]3[CH2:37][CH2:38][O:39][CH2:40][CH2:41]3)[cH:33]2)[cH:3][cH:4][c:5]2[c:6]([NH:14][c:15]3[c:16]([Cl:22])[cH:17][c:18]([Cl:21])[cH:19][cH:20]3)[c:7]([C:12]#[N:13])[cH:8][n:9][c:10]2[cH:11]1.